From a dataset of the Open Reaction Database (ORD), a public repository of structured organic reaction records. describe an organic reaction: reactants, conditions, products, and yield Starting materials: CO, O=C(O)CCC(O)c1ccc(-c2ccc([N+](=O)[O-])cc2)cc1. Product: Nc1ccc(-c2ccc(C(O)CCC(=O)O)cc2)cc1. RXN SMILES: [CH3:23][OH:24].[N+:1]([O-:2])(=[O:3])[c:4]1[cH:5][cH:6][c:7](-[c:10]2[cH:11][cH:12][c:13]([CH:16]([CH2:17][CH2:18][C:19](=[O:20])[OH:21])[OH:22])[cH:14][cH:15]2)[cH:8][cH:9]1>>[NH2:1][c:4]1[cH:5][cH:6][c:7](-[c:10]2[cH:11][cH:12][c:13]([CH:16]([CH2:17][CH2:18][C:19](=[O:20])[OH:21])[OH:22])[cH:14][cH:15]2)[cH:8][cH:9]1. The reactants are CS(C)=O, COc1ccc(Cl)c([N+](=O)[O-])c1, [I-], [K+], [K+], [OH-], Oc1ccc2c(c1)CCC(c1ccccc1)O2. Product: COc1ccc(Oc2ccc3c(c2)CCC(c2ccccc2)O3)c([N+](=O)[O-])c1. RXN SMILES: [CH3:34][S:35]([CH3:36])=[O:37].[Cl:18][c:19]1[c:20]([N+:27](=[O:28])[O-:29])[cH:21][c:22]([O:25][CH3:26])[cH:23][cH:24]1.[I-:33].[K+:31].[K+:32].[OH-:30].[c:1]1([CH:7]2[O:8][c:9]3[cH:10][cH:11][c:12]([OH:17])[cH:13][c:14]3[CH2:15][CH2:16]2)[cH:2][cH:3][cH:4][cH:5][cH:6]1>>[c:1]1([CH:7]2[O:8][c:9]3[cH:10][cH:11][c:12]([O:17][c:19]4[c:20]([N+:27](=[O:28])[O-:29])[cH:21][c:22]([O:25][CH3:26])[cH:23][cH:24]4)[cH:13][c:14]3[CH2:15][CH2:16]2)[cH:2][cH:3][cH:4][cH:5][cH:6]1. The reactants are C(C)(C)(C)OC(=O)N1CCC(CC1)OC1=C2C=CN=CC2=CC=C1 (1-(tert-butoxycarbonyl)-4-[(5-isoquinolyl)oxy]piperidine), Cl.CO (hydrogen chloride methanol). The product is Cl.C1=NC=CC2=C(C=CC=C12)OC1CCNCC1 (4-[(5-isoquinolyl)oxy]piperidine hydrochloride). RXN SMILES: C(OC([N:8]1[CH2:13][CH2:12][CH:11]([O:14][C:15]2[CH:24]=[CH:23][CH:22]=[C:21]3[C:16]=2[CH:17]=[CH:18][N:19]=[CH:20]3)[CH2:10][CH2:9]1)=O)(C)(C)C.[ClH:25].CO>>[ClH:25].[CH:20]1[C:21]2[C:16](=[C:15]([O:14][CH:11]3[CH2:12][CH2:13][NH:8][CH2:9][CH2:10]3)[CH:24]=[CH:23][CH:22]=2)[CH:17]=[CH:18][N:19]=1 |f:1.2,3.4|. Reported procedure: According to the method of Example 1, Step C, deprotection was performed (50° C., 2 hours) by using Intermediate 45 (164 mg) and 10% hydrogen chloride/methanol solution (5 ml). The reaction mixture was cooled to room temperature, and then the solvent was evaporated under reduced pressure. The residue was added with methanol (1 ml) and diethyl ether (3 ml). The deposited precipitates were collected by filtration and washed with diethyl ether to obtain the title compound (128 mg) as white powdery ... Starting materials: CS(C)=O, CCCN(CCC)C(=O)CCl, [H-], [Na+], O, OCC1CCC(COCc2ccccc2)O1. Yields the product CCCN(CCC)C(=O)COCC1CCC(COCc2ccccc2)O1. RXN SMILES: [CH3:31][S:32](=[O:33])[CH3:34].[Cl:17][CH2:18][C:19](=[O:20])[N:21]([CH2:22][CH2:23][CH3:24])[CH2:25][CH2:26][CH3:27].[H-:28].[Na+:29].[OH2:30].[c:1]1([CH2:7][O:8][CH2:9][CH:10]2[CH2:11][CH2:12][CH:13]([CH2:15][OH:16])[O:14]2)[cH:2][cH:3][cH:4][cH:5][cH:6]1>>[c:1]1([CH2:7][O:8][CH2:9][CH:10]2[CH2:11][CH2:12][CH:13]([CH2:15][O:16][CH2:18][C:19](=[O:20])[N:21]([CH2:22][CH2:23][CH3:24])[CH2:25][CH2:26][CH3:27])[O:14]2)[cH:2][cH:3][cH:4][cH:5][cH:6]1. Procedure details: 1(p-methylphenyl)-3-methyl-3-azabicyclo[3.2.0]heptane, fumarate Yields the product COC=1C=C(C=CC1)C12CN(CC2CC1)C (1-(m-methoxyphenyl)-3-methyl-3-azabicyclo[3.2.0]heptane). The reactants are CC1=CC=C(C=C1)C12CN(CC2CC1)C (1(p-methylphenyl)-3-methyl-3-azabicyclo[3.2.0]heptane), C(\C=C\C(=O)[O-])(=O)[O-] (fumarate). RXN SMILES: C[C:2]1[CH:7]=[CH:6][C:5]([C:8]23[CH2:14][CH2:13][CH:12]2[CH2:11][N:10]([CH3:15])[CH2:9]3)=[CH:4][CH:3]=1.C([O-])(=O)/C=C/[C:19]([O-])=[O:20]>>[CH3:19][O:20][C:3]1[CH:4]=[C:5]([C:8]23[CH2:14][CH2:13][CH:12]2[CH2:11][N:10]([CH3:15])[CH2:9]3)[CH:6]=[CH:7][CH:2]=1. Reactants: O=S1(=O)N=C(Cl)Nc2cc(Cl)sc21, NCCO. The product is O=S1(=O)N=C(NCCO)Nc2cc(Cl)sc21. RXN SMILES: [Cl:1][C:2]1=[N:3][S:4](=[O:12])(=[O:13])[c:5]2[c:6]([cH:8][c:9]([Cl:11])[s:10]2)[NH:7]1.[NH2:14][CH2:15][CH2:16][OH:17]>>[C:2]1([NH:14][CH2:15][CH2:16][OH:17])=[N:3][S:4](=[O:12])(=[O:13])[c:5]2[c:6]([cH:8][c:9]([Cl:11])[s:10]2)[NH:7]1. Reactants: NC1=CC=CC=2C(C3=CC=CC=C3CC12)=O (4-aminoanthrone), [OH-].[K+] (KOH). The product is NC1=CC=CC=2C(C3=CC=CC=C3C(C12)=O)=O (1-aminoanthraquinone). Yield: 39.0%. RXN SMILES: [NH2:1][C:2]1[C:15]2[CH2:14][C:13]3[C:8](=[CH:9][CH:10]=[CH:11][CH:12]=3)[C:7](=[O:16])[C:6]=2[CH:5]=[CH:4][CH:3]=1.[OH-:17].[K+]>>[NH2:1][C:2]1[C:15]2[C:14](=[O:17])[C:13]3[C:8](=[CH:9][CH:10]=[CH:11][CH:12]=3)[C:7](=[O:16])[C:6]=2[CH:5]=[CH:4][CH:3]=1 |f:1.2|. Procedure: 6.3 g of 4-aminoanthrone are dissolved in 100 ml of hot 1 N KOH. Air is then passed through the solution at 80° C until the yellow exudation from a spot test has disappeared. After filtering off and washing until neutral, 4.5 g of product containing 58.2% of 1-aminoanthraquinone (39% yield) are obtained. On boiling with toluene, which dissolves the 1-aminoanthraquinone, a yellow residue is obtained which according to analysis, NMR-spectrum, IR-spectrum, mass spectrum and molecular weight determi... Reactants: C(C(=O)Cl)(=O)Cl (oxalylchloride), OC=C(C(C(C)C)=O)CC(C)C (1-hydroxy-2-isobutyl-4-methyl-pent-1-en-3-one). Run in C(Cl)(Cl)Cl (chloroform), C(Cl)(Cl)Cl (chloroform). Conditions: temperature -10 celsius, time 20 minute. The product is ClC=C(C(C(C)C)=O)CC(C)C (1-chloro-2-isobutyl-4-methyl-pent-1-en-3-one). The yield is 174.2%. Reaction SMILES: C(Cl)(=O)C([Cl:4])=O.O[CH:8]=[C:9]([CH2:15][CH:16]([CH3:18])[CH3:17])[C:10](=[O:14])[CH:11]([CH3:13])[CH3:12]>C(Cl)(Cl)Cl>[Cl:4][CH:8]=[C:9]([CH2:15][CH:16]([CH3:18])[CH3:17])[C:10](=[O:14])[CH:11]([CH3:13])[CH3:12]. Procedure: Over a period of 20 min, a solution of oxalylchloride (6.5 mL, 9.6 g, 75.6 mmol) in chloroform (10 mL) is added slowly to a solution of 1-hydroxy-2-isobutyl-4-methyl-pent-1-en-3-one (7.35 g, 43.2 mmol) in chloroform (100 mL) cooled to −10° C. The mixture is stirred for further 30 min, quenched with ice (100 g) and 1 N aq. NaOH (100 mL). When the quite violent gas evolution ceases the phases are separated. The organic phase is washed with 1 N aq. NaOH (3×75 mL) and 1 N aq. NaH2PO4 (75 mL), dried ... The reactants are BrC1=C(C=CC(=C1)F)C=CC(C)=O (4-(2-bromo-4-fluoro-phenyl)-but-3-en-2-one), COC1=C(C=CC=C1)C1CC(CC(C1)=O)=O (5-(2-methoxy-phenyl)-cyclohexane-1,3-dione). Product: BrC1=C(C=CC(=C1)F)C1CC(CC(C1)=O)=O (5-(2-Bromo-4-fluoro-phenyl)-cyclohexane-1,3-dione). Reaction SMILES: [Br:1][C:2]1[CH:7]=[C:6]([F:8])[CH:5]=[CH:4][C:3]=1[CH:9]=[CH:10][C:11](=[O:13])[CH3:12].C[O:15][C:16]1C=CC=C[C:17]=1C1CC(=O)CC(=O)C1>>[Br:1][C:2]1[CH:7]=[C:6]([F:8])[CH:5]=[CH:4][C:3]=1[CH:9]1[CH2:17][C:16](=[O:15])[CH2:12][C:11](=[O:13])[CH2:10]1. Reported procedure: The title compound was prepared from 4-(2-bromo-4-fluoro-phenyl)-but-3-en-2-one (34 g, 142 mmol), stage 1, following the procedure describing the synthesis of 5-(2-methoxy-phenyl)-cyclohexane-1,3-dione (example 1/a stage 2). The reactants are ClS(=O)(=O)C=1C=C2CC(NC2=CC1)=O (5-Chlorosulfonyl-2-indolinone), N1CCOCC1 (morpholine). Run in ClCCl (dichloromethane). Yields the product NS(=O)(=O)C=1C=C2CC(NC2=CC1)=O (5-Aminosulfonyl-2-indolinone). Isolated yield 99.2%. RXN SMILES: Cl[S:2]([C:5]1[CH:6]=[C:7]2[C:11](=[CH:12][CH:13]=1)[NH:10][C:9](=[O:14])[CH2:8]2)(=[O:4])=[O:3].[NH:15]1CCOCC1>ClCCl>[NH2:15][S:2]([C:5]1[CH:6]=[C:7]2[C:11](=[CH:12][CH:13]=1)[NH:10][C:9](=[O:14])[CH2:8]2)(=[O:4])=[O:3]. Procedure details: 5-Chlorosulfonyl-2-indolinone (2.3 g) and 2.2 g morpholine in 50 mL of dichloromethane was stirred for 3 hours at room temperature. The precipitate was collected by vacuum filtration, washed with ethyl acetate and hexane and dried to give 2.09 g (74%) of the title compound as a white solid.